This data is from the Open Reaction Database (ORD), a public repository of structured organic reaction records. The task is: describe an organic reaction: reactants, conditions, products, and yield The reactants are ClC1=C2C(=NC=C1)C=C(S2)C=2N(C=CN2)C (7-chloro-2-(1-methyl-1H-imidazol-2-yl)thieno[3,2-b]pyridine), CNC(=O)C1=C(N(C2=CC(=CC=C12)O)C)C(F)(F)F (6-hydroxy-1-methyl-2-trifluoromethyl-1H-indole-3-carboxylic acid methylamide), C(=O)([O-])[O-].[Cs+].[Cs+] (Cs2CO3). Product: CNC(=O)C1=C(N(C2=CC(=CC=C12)OC1=C2C(=NC=C1)C=C(S2)C=2N(C=CN2)C)C)C(F)(F)F (1-Methyl-6-[2-(1-methyl-1H-imidazol-2-yl)-thieno[3,2-b]pyridin-7-yloxy]-2-trifluoromethyl-1H-indole-3-carboxylic acid methylamide). Reaction SMILES: Cl[C:2]1[CH:7]=[CH:6][N:5]=[C:4]2[CH:8]=[C:9]([C:11]3[N:12]([CH3:16])[CH:13]=[CH:14][N:15]=3)[S:10][C:3]=12.[CH3:17][NH:18][C:19]([C:21]1[C:29]2[C:24](=[CH:25][C:26]([OH:30])=[CH:27][CH:28]=2)[N:23]([CH3:31])[C:22]=1[C:32]([F:35])([F:34])[F:33])=[O:20].C([O-])([O-])=O.[Cs+].[Cs+]>>[CH3:17][NH:18][C:19]([C:21]1[C:29]2[C:24](=[CH:25][C:26]([O:30][C:2]3[CH:7]=[CH:6][N:5]=[C:4]4[CH:8]=[C:9]([C:11]5[N:12]([CH3:16])[CH:13]=[CH:14][N:15]=5)[S:10][C:3]=34)=[CH:27][CH:28]=2)[N:23]([CH3:31])[C:22]=1[C:32]([F:35])([F:33])[F:34])=[O:20] |f:2.3.4|. Procedure details: The material was prepared by the reaction of 7-chloro-2-(1-methyl-1H-imidazol-2-yl)thieno[3,2,-b]pyridine 1e with 6-hydroxy-1-methyl-2-trifluoromethyl-1H-indole-3-carboxylic acid methylamide 76 h and Cs2CO3 in a manner as previously described for example 1. 1H NMR (300 MHz, DMSO-d6) δ8.51 (1H, d, J=5.5 Hz), 7.89 (1H, s), 7.78 (1H, s), 7.72 (1H, d, J=8.6 Hz), 7.41 (1H, s), 7.18 (1H, d, J=9.8 Hz), 7.03 (1H, s), 6.66 (1H, d, J=5.4 Hz), 3.99 (3H, s), 3.86 (3H, s), 2.81 (3H, s). LCMS (ESI+) [M+H]/z C... Reactants: CC(CC)S(=O)(=O)N (2-butanesulfonamide), Cl (HCl), [OH-].[Na+] (sodium hydroxide), ClC=1C=C(C=CC1Cl)N=C=O (3,4-dichlorophenyl isocyanate). The product is ClC=1C=C(C=CC1Cl)NC(=O)NS(=O)(=O)C(C)CC (N-(3,4-dichlorophenyl)-N'-2-butanesulfonylurea). Yield: 23.1%. Reaction SMILES: [CH3:1][CH:2]([S:5]([NH2:8])(=[O:7])=[O:6])[CH2:3][CH3:4].[OH-].[Na+].[Cl:11][C:12]1[CH:13]=[C:14]([N:19]=[C:20]=[O:21])[CH:15]=[CH:16][C:17]=1[Cl:18].Cl>>[Cl:11][C:12]1[CH:13]=[C:14]([NH:19][C:20]([NH:8][S:5]([CH:2]([CH2:3][CH3:4])[CH3:1])(=[O:7])=[O:6])=[O:21])[CH:15]=[CH:16][C:17]=1[Cl:18] |f:1.2|. Reported procedure: The general method of procedure A was followed using 2-butanesulfonamide (10 g), 1N sodium hydroxide (73 ml) and 3,4-dichlorophenyl isocyanate (13 g). 1N HCl was added and after removal of the acetone the solid was diluted with water, collected, and dried at 65° C. under vacuum. The solid was recrystallized in acetone and hexane to provide 5.2 g of product. The reactants are C(C1=CC=CC=C1)(=O)NC1=CC=C(C[C@@H]2N(C(OC2)(C)C)C(=O)OC(C)(C)C)C=C1 (tert-butyl (S)-4-[4-(benzoylamino)benzyl]-2,2-dimethyl-1,3-oxazolidine-3-carboxylate), Cl (hydrogen chloride). Solvent: CO (methanol), C(C)(=O)OCC (ethyl acetate). Run at time 4 hour. The product is N[C@@H](CC1=CC=C(C=C1)NC(C1=CC=CC=C1)=O)CO ((S)-N-[4-(2-amino-3-hydroxypropyl)phenyl]benzamide). Yield: 55.0%. As a reaction SMILES: [C:1]([NH:9][C:10]1[CH:30]=[CH:29][C:13]([CH2:14][C@H:15]2[CH2:19][O:18]C(C)(C)[N:16]2C(OC(C)(C)C)=O)=[CH:12][CH:11]=1)(=[O:8])[C:2]1[CH:7]=[CH:6][CH:5]=[CH:4][CH:3]=1.Cl>CO.C(OCC)(=O)C>[NH2:16][C@H:15]([CH2:19][OH:18])[CH2:14][C:13]1[CH:12]=[CH:11][C:10]([NH:9][C:1](=[O:8])[C:2]2[CH:3]=[CH:4][CH:5]=[CH:6][CH:7]=2)=[CH:30][CH:29]=1. Reported procedure: To a solution of tert-butyl (S)-4-[4-(benzoylamino)benzyl]-2,2-dimethyl-1,3-oxazolidine-3-carboxylate (690 mg) in methanol (20 ml) was added 4N hydrogen chloride in ethyl acetate (5 ml) at room temperature, and the solution was stirred at the same temperature for 4 hours. The mixture was evaporated in vacuo, and the residue was partitioned between chloroform and saturated sodium bicarbonate solution. The organic layer was separated, washed with brine, dried over magnesium sulfate, and filtered. ...